From a dataset of the Open Reaction Database (ORD), a public repository of structured organic reaction records. describe an organic reaction: reactants, conditions, products, and yield Reactants: OC1=C2C=CC(=NC2=CC=C1)Cl (5-hydroxy-2-chloroquinoline), N1=CC(=CC=C1)C(C1=CC=CC=C1)Br (3-pyridyl benzyl bromide), CC1=CC=C(O1)CN (5-methyl-2-furanmethanamine). Yields the product CC1=CC=C(O1)CNC1=NC2=CC=CC(=C2C=C1)OCC=1C=NC=CC1 ((5-Methyl-furan-2-ylmethyl)-[5-(pyridin-3-ylmethoxy)-quinolin-2-yl]-amine). As a reaction SMILES: [OH:1][C:2]1[CH:11]=[CH:10][CH:9]=[C:8]2[C:3]=1[CH:4]=[CH:5][C:6](Cl)=[N:7]2.[N:13]1[CH:18]=[CH:17][CH:16]=[C:15]([CH:19](Br)C2C=CC=CC=2)[CH:14]=1.[CH3:27][C:28]1[O:32][C:31]([CH2:33][NH2:34])=[CH:30][CH:29]=1>>[CH3:27][C:28]1[O:32][C:31]([CH2:33][NH:34][C:6]2[CH:5]=[CH:4][C:3]3[C:8](=[CH:9][CH:10]=[CH:11][C:2]=3[O:1][CH2:19][C:15]3[CH:14]=[N:13][CH:18]=[CH:17][CH:16]=3)[N:7]=2)=[CH:30][CH:29]=1. Procedure: The title compound, MS: m/e=346.3 (M+H+), was prepared in accordance with the general method of example 63 from 5-hydroxy-2-chloroquinoline (CAS 124467-35-2), 3-pyridyl benzyl bromide and 5-methyl-2-furanmethanamine. Starting materials: CCOC(C)=O, COC(=O)C=Cc1ccc2nc(C)sc2c1. The product is COC(=O)CCc1ccc2nc(C)sc2c1. As a reaction SMILES: [CH3:17][CH2:18][O:19][C:20](=[O:21])[CH3:22].[CH3:1][O:2][C:3]([CH:4]=[CH:5][c:6]1[cH:7][c:8]2[c:9]([n:10][c:11]([CH3:13])[s:12]2)[cH:14][cH:15]1)=[O:16]>>[CH3:1][O:2][C:3]([CH2:4][CH2:5][c:6]1[cH:7][c:8]2[c:9]([n:10][c:11]([CH3:13])[s:12]2)[cH:14][cH:15]1)=[O:16]. Starting materials: COC=1C=C(CNC(C(OCC)OCC)=N)C=CC1OC (N-(3,4-dimethoxybenzyl)-2,2-diethoxyacetimidamide), S(O)(O)(=O)=O (sulfuric acid), [OH-].[Na+] (NaOH). Conditions: time 8 hour. Product: COC=1C=C2C=C(N=CC2=CC1OC)N (6,7-Dimethoxyisoquinolin-3-amine). As a reaction SMILES: [CH3:1][O:2][C:3]1[CH:4]=[C:5]([CH:17]=[CH:18][C:19]=1[O:20][CH3:21])[CH2:6][NH:7][C:8](=[NH:16])[CH:9](OCC)OCC.S(=O)(=O)(O)O.[OH-].[Na+]>>[CH3:21][O:20][C:19]1[CH:18]=[C:17]2[C:5](=[CH:4][C:3]=1[O:2][CH3:1])[CH:6]=[N:7][C:8]([NH2:16])=[CH:9]2 |f:2.3|. Procedure details: To N-(3,4-dimethoxybenzyl)-2,2-diethoxyacetimidamide (541 mg, 1.825 mmol) was added sulfuric acid (0.95 mL, 1.825 mmol) was added. After cooling, the reaction was allowed to stand at ambient temperature overnight. It was added dropwise to ice, then the resulting solution was neutralized with conc. NaOH, and the aqueous phase was twice extracted with ethyl acetate. The combined ethyl acetate fractions were dried over magnesium sulfate. The drying agent was filtered off and the solvent evaporated.... Reactants: N1=CC=CC=C1 (pyridine), ClC=1C=C(N)C=CC1C (3-chloro-4-methylaniline), ClC(=O)OCC (Ethyl chloroformate). The solvent is C(Cl)(Cl)Cl (chloroform). Reaction conditions: time 16 hour. Product: ClC=1C=C(C=CC1C)NC(OCC)=O (ethyl (3-chloro-4-methylphenyl)carbamate). Reaction SMILES: [Cl:1][C:2]1[CH:3]=[C:4]([CH:6]=[CH:7][C:8]=1[CH3:9])[NH2:5].N1C=CC=CC=1.Cl[C:17]([O:19][CH2:20][CH3:21])=[O:18]>C(Cl)(Cl)Cl>[Cl:1][C:2]1[CH:3]=[C:4]([NH:5][C:17](=[O:18])[O:19][CH2:20][CH3:21])[CH:6]=[CH:7][C:8]=1[CH3:9]. Reported procedure: Using a method analogous to that disclosed in Example 1, Step A, of U.S. Pat. No. 4,552,585, a solution of 10.0 grams (0.071 mole) of 3-chloro-4-methylaniline in 100 mL of chloroform was stirred, and 16.7 grams (0.212 mole) of pyridine was added. Ethyl chloroformate, 9.2 grams (0.085 mole), was then added dropwise during a 20 minute period. During the addition the reaction mixture temperature was held between 25°-30° C. with external cooling. Upon completion of addition the reaction mixture was ... Starting materials: [Al+3], ClCc1ccccc1Cl, [H-], [H-], [H-], [H-], [Li+], C1CN=C2CCCN2C1, [Na+], C1CCOC1, [OH-], O. The product is Clc1ccccc1CN1CCCN2CCCC21. As a reaction SMILES: [Al+3:20].[Cl:10][c:11]1[c:12]([CH2:13][Cl:14])[cH:15][cH:16][cH:17][cH:18]1.[H-:19].[H-:22].[H-:23].[H-:24].[Li+:21].[N:1]12[CH2:2][CH2:3][CH2:4][N:5]=[C:6]1[CH2:7][CH2:8][CH2:9]2.[Na+:26].[O:27]1[CH2:28][CH2:29][CH2:30][CH2:31]1.[OH-:25].[OH2:32]>>[N:1]12[CH2:2][CH2:3][CH2:4][N:5]([CH2:13][c:12]3[c:11]([Cl:10])[cH:18][cH:17][cH:16][cH:15]3)[CH:6]1[CH2:7][CH2:8][CH2:9]2. Reactants: P(O)(O)O (Phosphorous acid), N(CC(=O)O)CC(=O)O (iminodiacetic acid), S(O)(O)(=O)=O (sulphuric acid), S(O)(O)(=O)=O (sulphuric acid), S(O)(O)(=O)=O (sulphuric acid), C=O (formaldehyde). The solvent is three. Conditions: temperature 120 celsius. The product is P(=O)(O)(O)CN(CC(=O)O)CC(=O)O (N-phosphonomethyliminodiacetic acid). Isolated yield 95.9%. As a reaction SMILES: [P:1]([OH:4])([OH:3])[OH:2].[NH:5]([CH2:10][C:11]([OH:13])=[O:12])[CH2:6][C:7]([OH:9])=[O:8].S(=O)(=O)(O)O.[CH2:19]=O>>[P:1]([CH2:19][N:5]([CH2:10][C:11]([OH:13])=[O:12])[CH2:6][C:7]([OH:9])=[O:8])([OH:4])([OH:3])=[O:2]. Procedure: Concentrated filtrates from Cycle 1 were charged to a 500 ml three neck flask fitted with thermometer, condenser, dropping funnel and stirrer. Phosphorous acid (40.8 g, 0.493 moles), iminodiacetic acid (63.6 g, 0.469 moles) and sulphuric acid (5.0 g, 0.050 moles) were added, with stirrring, to the flask (sulphuric acid was charged on the assumption that 10% of the sulphuric acid was lost in the wash and filter cake). The reaction mixture was then heated to 120° C. and formaldehyde (46.1 g at 36.... Starting materials: ClCC(C)(C1=CC=CC=C1)C (1-chloro-2-methyl-2-phenylpropane), [C-]#N.[Na+] (NaCN). Solvent: CS(=O)C (DMSO). Conditions: temperature 100 celsius. Product: CC(CC#N)(C)C1=CC=CC=C1 (3-Methyl-3-phenylbutyronitrile). As a reaction SMILES: Cl[CH2:2][C:3]([CH3:11])([C:5]1[CH:10]=[CH:9][CH:8]=[CH:7][CH:6]=1)[CH3:4].[C-:12]#[N:13].[Na+]>CS(C)=O>[CH3:4][C:3]([C:5]1[CH:10]=[CH:9][CH:8]=[CH:7][CH:6]=1)([CH3:11])[CH2:2][C:12]#[N:13] |f:1.2|. Reported procedure: A mixture of 1-chloro-2-methyl-2-phenylpropane (150 g, 0.889 mol) and NaCN (54.46 g) in DMSO (250 mL) was heated at 100° C. for 3 weeks. The solution was concentrated to half the initial volume, H2O (400 mL) was added and it was extracted with Et2O (3×). The combined organic extracts were dried and concentrated to a crude product (115.1 g), which was directly used in the next step as obtained.